This data is from the Open Reaction Database (ORD), a public repository of structured organic reaction records. The task is: describe an organic reaction: reactants, conditions, products, and yield Reactants: C(C1=CC=CC=C1)(=O)O (benzoic acid), [OH-].[Na+] (caustic soda), ClC=1C(=C(C(=C2C1C(=O)OC2=O)Cl)Cl)Cl (tetrachlorophthalic anhydride), NC=1C=CC=C2C=CC(=NC12)C (8-aminoquinaldine). Solvent: O (water). Conditions: temperature 140 celsius, time 2 hour. Product: C1=CC=C2C(=C1)C=CC(=N2)C3C(=O)C4=CC=CC=C4C3=O (quinophthalone). The yield is 249.8%. Reaction SMILES: C(O)(=O)C1C=CC=CC=1.Cl[C:11]1[C:12](Cl)=[C:13](Cl)[C:14](Cl)=[C:15]2[C:20](=[O:21])[O:19][C:17](=O)[C:16]=12.N[C:26]1[CH:27]=[CH:28][CH:29]=[C:30]2[C:35]=1[N:34]=[C:33]([CH3:36])[CH:32]=[CH:31]2.[OH-].[Na+]>O>[CH:28]1[CH:29]=[C:30]2[CH:31]=[CH:32][C:33]([CH:36]3[C:17](=[O:19])[C:16]4[C:15](=[CH:14][CH:13]=[CH:12][CH:11]=4)[C:20]3=[O:21])=[N:34][C:35]2=[CH:26][CH:27]=1 |f:3.4|. Procedure: 270 g of benzoic acid were placed in a stirred reaction vessel and melted. At from 125° to 130° C., there were added to the melt 82 g of tetrachlorophthalic anhydride followed by 19 g of 8-aminoquinaldine. The mixture was heated to 140° C. and stirred at that temperature for 2 hours and then heated to 160° C. and stirred for a further 2 hours. The reaction mixture was then cooled to 130° C. and there was added thereto a mixture of 400 ml of water and 160 g of 50% w/w caustic soda solution. The p... Reactants: ClC1=C(C=CC(=C1)F)C(=O)N1CC=2N(CC3=C1C=CC=C3)C=CC2 ((2-chloro-4-fluorophenyl)-(5H,11H-pyrrolo[2,1-c][1,4]benzodiazepin-10-yl)-methanone), N1C=CC=C1 (pyrrole), [H-].[Na+] (sodium hydride), CCCCCC (hexane). Run in CN(C=O)C (dimethylformamide). Product: ClC1=C(C=CC(=C1)N1C=CC=C1)C(=O)N1CC=2N(CC3=C1C=CC=C3)C=CC2 ((2-Chloro-4-pyrrol-1-yl-phenyl)-(5H,11H-pyrrolo[2,1-c][1,4]benzodiazepin-10-yl)-methanone). The yield is 31.0%. As a reaction SMILES: [Cl:1][C:2]1[CH:7]=[C:6](F)[CH:5]=[CH:4][C:3]=1[C:9]([N:11]1[C:17]2[CH:18]=[CH:19][CH:20]=[CH:21][C:16]=2[CH2:15][N:14]2[CH:22]=[CH:23][CH:24]=[C:13]2[CH2:12]1)=[O:10].[H-].[Na+].CCCCCC.[NH:33]1[CH:37]=[CH:36][CH:35]=[CH:34]1>CN(C)C=O>[Cl:1][C:2]1[CH:7]=[C:6]([N:33]2[CH:37]=[CH:36][CH:35]=[CH:34]2)[CH:5]=[CH:4][C:3]=1[C:9]([N:11]1[C:17]2[CH:18]=[CH:19][CH:20]=[CH:21][C:16]=2[CH2:15][N:14]2[CH:22]=[CH:23][CH:24]=[C:13]2[CH2:12]1)=[O:10] |f:1.2|. Procedure: In the manner of Example 9's Method 1, employing (2-chloro-4-fluorophenyl)-(5H,11H-pyrrolo[2,1-c][1,4]benzodiazepin-10-yl)-methanone (1.7 g), 60% sodium hydride in oil (0.3 g, degreased with hexane), pyrrole (0.42 g) and dimethylformamide (25 ml), the title compound (0.60 g) was obtained as an amorphous solid, MS, m/z: 388.2 (M+H)+. Reactants: N1C=2C3=C(C=NC2CCC1=O)C=CC=C3 (1,4-dihydrobenzo[c]-1,5-naphthyridin-2(3H)-one), B (borane), [OH-].[Na+] (sodium hydroxide), Cl (HCl), resultant suspension, [OH-].[Na+] (sodium hydroxide). Run in O1CCCC1 (tetrahydrofuran), O1CCCC1 (tetrahydrofuran), ice, O (water), C(C)(=O)O (acetic acid), C(C)(=O)O (acetic acid). Reaction conditions: time 8 hour. The product is N1C=2C3=C(C=NC2CCC1)C=CC=C3 (1,2,3,4-Tetrahydrobenzo[c]-1,5-naphthyridine). Yield: 53.0%. Reaction SMILES: [NH:1]1[C:10](=O)[CH2:9][CH2:8][C:7]2[N:6]=[CH:5][C:4]3[CH:12]=[CH:13][CH:14]=[CH:15][C:3]=3[C:2]1=2.B.[OH-].[Na+].Cl>O1CCCC1.C(O)(=O)C.O>[NH:1]1[CH2:10][CH2:9][CH2:8][C:7]2[N:6]=[CH:5][C:4]3[CH:12]=[CH:13][CH:14]=[CH:15][C:3]=3[C:2]1=2 |f:2.3|. Procedure details: A stirred solution of 1,4-dihydrobenzo[c]-1,5-naphthyridin-2(3H)-one (4.0 g) in sieve dried tetrahydrofuran (400 ml) was treated over a few minutes with 0.98M borane in tetrahydrofuran (62 ml) under a dry nitrogen atmosphere. The resultant suspension was stirred for 5 hours at ambient temperature during which time a solution formed. After standing overnight at ambient temperature the solution was treated with glacial acetic acid (16 ml) followed by stirring for several minutes. The solution was ... Starting materials: C1(CCCCC1)=NO (cyclohexanone oxime), S(O)(O)(=O)=O.OS(=O)(=O)O.O=S(=O)=O (sulfuric acid oleum), C1(CCCCCN1)=O (ε-caprolactam), S(=O)(=O)(O)[O-].[NH4+] (ammonium hydrogen sulfate), lactam sulfuric acid, C1(CCCCC1)=NO (cyclohexanone oxime), S(=O)(=O)(O)[O-].[NH4+] (ammonium hydrogen sulfate). Product: S(O)(O)(=O)=O (sulfuric acid), OS(=O)(=O)O.O=S(=O)=O (oleum), S(O)(O)(=O)=O.OS(=O)(=O)O.O=S(=O)=O (sulfuric acid oleum). As a reaction SMILES: C1(=NO)CCCCC1.C1(=O)NCCCCC1.[S:17]([O-:21])([OH:20])(=[O:19])=[O:18].[NH4+].[S:23](=[O:27])(=[O:26])([OH:25])[OH:24].[OH:28][S:29]([OH:32])(=[O:31])=[O:30].[O:33]=[S:34](=[O:36])=[O:35]>>[S:17](=[O:19])(=[O:18])([OH:21])[OH:20].[OH:26][S:23]([OH:27])(=[O:25])=[O:24].[O:28]=[S:29](=[O:31])=[O:30].[S:29](=[O:30])(=[O:28])([OH:32])[OH:31].[OH:20][S:17]([OH:21])(=[O:19])=[O:18].[O:33]=[S:34](=[O:36])=[O:35] |f:2.3,4.5.6,8.9,10.11.12|. Reported procedure: In the Drawing, A represents a reactor for conversion of cyclohexanone oxime into ε-caprolactam; B, a neutralizer for partial neutralization of the lactam/sulfuric acid mixture; C, an extraction device for extraction of the lactam from the lactam/ammonium hydrogen sulfate mixture formed in the partial neutralization; D, a neutralizer for complete or partial neutralization of the ammonium hydrogen sulfate; E, an installation for reductive decomposition of the ammonium hydrogen sulfate; and F, a s... Starting materials: C(C1=CC=CC=C1)N1CC=2N=CN=C(C2CC1)NC1=CC=C(C=C1)OC(F)F (7-Benzyl-N-(4-(difluoromethoxy)phenyl)-5,6,7,8-tetrahydropyrido[3,4-d]pyrimidin-4-amine), C(=O)[O-].[NH4+] (ammonium formate). Reagents/catalysts: [Pd] (palladium). Run in C([O-])(O)=O.[Na+] (sodium bicarbonate), CO (methanol). The product is FC(OC1=CC=C(C=C1)NC=1C2=C(N=CN1)CNCC2)F (N-(4-(Difluoromethoxy)phenyl)-5,6,7,8-tetrahydropyrido[3,4-d]pyrimidin-4-amine). The yield is 105.9%. As a reaction SMILES: C([N:8]1[CH2:17][CH2:16][C:15]2[C:14]([NH:18][C:19]3[CH:24]=[CH:23][C:22]([O:25][CH:26]([F:28])[F:27])=[CH:21][CH:20]=3)=[N:13][CH:12]=[N:11][C:10]=2[CH2:9]1)C1C=CC=CC=1.C([O-])=O.[NH4+]>CO.C(=O)(O)[O-].[Na+].[Pd]>[F:28][CH:26]([F:27])[O:25][C:22]1[CH:23]=[CH:24][C:19]([NH:18][C:14]2[C:15]3[CH2:16][CH2:17][NH:8][CH2:9][C:10]=3[N:11]=[CH:12][N:13]=2)=[CH:20][CH:21]=1 |f:1.2,4.5|. Procedure: 7-Benzyl-N-(4-(difluoromethoxy)phenyl)-5,6,7,8-tetrahydropyrido[3,4-d]pyrimidin-4-amine (1.01 g, 2.65 mmol), ammonium formate (1.67 g, 26.46 mmol) and palladium, 10% wt. on activated carbon (100 mg) in methanol (20 mL) was heated to 60° C. for 1 h. The mixture was cooled to r.t. and filtered over celite. The filtrate was concentrated under reduced pressure to give a white solid which was taken up in saturated aqueous sodium bicarbonate. The mixture was extracted three times with ethyl acetate. T... The reactants are C1(=CC=CC=C1)N1C=2N(C3=C(C1=O)C=NC1=C3C=NN1)N=CN2 (4-phenyl-4H-pyrazolo[4',3':5,6]pyrido[3,4-e][1,2,4]triazolo[1,5-a]pyrimidin-5(8H)-one), C(C1=CC=CC=C1)(=O)Cl (benzoyl chloride). The solvent is N1=CC=CC=C1 (pyridine). The product is C(C1=CC=CC=C1)(=O)N1N=CC2=C1N=CC=1C(N(C=3N(C12)N=CN3)C3=CC=CC=C3)=O (8-Benzoyl-4-phenyl-4H-pyrazolo[4',3':5,6]pyrido[3,4-e][1,2,4]triazolo[1,5-a]pyrimidin-5(8H)-one). RXN SMILES: [C:1]1([N:7]2[C:12](=[O:13])[C:11]3[CH:14]=[N:15][C:16]4[NH:20][N:19]=[CH:18][C:17]=4[C:10]=3[N:9]3[N:21]=[CH:22][N:23]=[C:8]23)[CH:6]=[CH:5][CH:4]=[CH:3][CH:2]=1.[C:24](Cl)(=[O:31])[C:25]1[CH:30]=[CH:29][CH:28]=[CH:27][CH:26]=1>N1C=CC=CC=1>[C:24]([N:20]1[C:16]2[N:15]=[CH:14][C:11]3[C:12](=[O:13])[N:7]([C:1]4[CH:2]=[CH:3][CH:4]=[CH:5][CH:6]=4)[C:8]4[N:9]([N:21]=[CH:22][N:23]=4)[C:10]=3[C:17]=2[CH:18]=[N:19]1)(=[O:31])[C:25]1[CH:30]=[CH:29][CH:28]=[CH:27][CH:26]=1. Reported procedure: 0.01 mol. of 4-phenyl-4H-pyrazolo[4',3':5,6]pyrido[3,4-e][1,2,4]triazolo[1,5-a]pyrimidin-5(8H)-one and 0.02 mol. of benzoyl chloride are stirred overnight in 50 ml. of dry pyridine at room temperature. On addition of 50 ml. of water, 8-benzoyl-4-phenyl-4H-pyrazolo[4',3':5,6]pyrido[3,4-e][1,2,4]-triazolo[1,5-a]pyrimidin-5(8H)-one is filtered off. The reactants are COc1cc(Cl)c2c(c1)CCN2, CCC(COC)n1cc(Cl)nc(Cl)c1=O, Cl. Yields the product CCC(COC)n1cc(Cl)nc(N2CCc3cc(OC)cc(Cl)c32)c1=O. Reaction SMILES: [Cl:17][c:18]1[cH:19][c:20]([O:27][CH3:28])[cH:21][c:22]2[c:26]1[NH:25][CH2:24][CH2:23]2.[Cl:1][c:2]1[c:3](=[O:15])[n:4]([CH:9]([CH2:10][CH3:11])[CH2:12][O:13][CH3:14])[cH:5][c:6]([Cl:8])[n:7]1.[ClH:16]>>[c:2]1([N:25]2[CH2:24][CH2:23][c:22]3[cH:21][c:20]([O:27][CH3:28])[cH:19][c:18]([Cl:17])[c:26]32)[c:3](=[O:15])[n:4]([CH:9]([CH2:10][CH3:11])[CH2:12][O:13][CH3:14])[cH:5][c:6]([Cl:8])[n:7]1. The reactants are COC(C1=CC(C(=O)OC)=C(C=C1)N)=O (Dimethyl- 4-amino-isophthalate), C(C)OC1=C(C(=O)Cl)C=CC=C1OC (2-ethoxy-3-methoxybenzoyl chloride). Run in O1CCOCC1 (dioxane), N1=CC=CC=C1 (pyridine). The product is COC(C1=CC(C(=O)OC)=C(C=C1)NC(C1=C(C(=CC=C1)OC)OCC)=O)=O (dimethyl- 4-(2'-ethoxy-3'-methoxy-benzoylamino)-isophthalate). Isolated yield 97.2%. As a reaction SMILES: [CH3:1][O:2][C:3](=[O:15])[C:4]1[CH:13]=[CH:12][C:11]([NH2:14])=[C:6]([C:7]([O:9][CH3:10])=[O:8])[CH:5]=1.[CH2:16]([O:18][C:19]1[C:27]([O:28][CH3:29])=[CH:26][CH:25]=[CH:24][C:20]=1[C:21](Cl)=[O:22])[CH3:17]>O1CCOCC1.N1C=CC=CC=1>[CH3:1][O:2][C:3](=[O:15])[C:4]1[CH:13]=[CH:12][C:11]([NH:14][C:21](=[O:22])[C:20]2[CH:24]=[CH:25][CH:26]=[C:27]([O:28][CH3:29])[C:19]=2[O:18][CH2:16][CH3:17])=[C:6]([C:7]([O:9][CH3:10])=[O:8])[CH:5]=1. Procedure: Dimethyl- 4-amino-isophthalate (5 g) in 50 ml of dioxane and 10 ml of anhydrous pyridine is treated with 7.5 g of 2-ethoxy-3-methoxybenzoyl chloride at room temperature, overnight. After dilution with water, the precipitate is collected, dissolved in ethyl acetate, and washed with 5% NaHCO3 and then with water. After evaporation to dryness under vacuum, the material is crystallized from isopropyl ether, yielding dimethyl- 4-(2'-ethoxy-3'-methoxy-benzoylamino)-isophthalate (9 g; m.p. 113°-115° C.... Starting materials: C1CCOC1, CN(C)CCCN, Cc1ccc(C(=O)NCc2ccccc2)cc1-c1nc(S(C)(=O)=O)nc2c1CNC(=O)N2c1c(F)cccc1F. Yields the product Cc1ccc(C(=O)NCc2ccccc2)cc1-c1nc(NCCCN(C)C)nc2c1CNC(=O)N2c1c(F)cccc1F. RXN SMILES: [CH2:48]1[O:49][CH2:50][CH2:51][CH2:52]1.[CH3:41][N:42]([CH2:43][CH2:44][CH2:45][NH2:46])[CH3:47].[F:1][c:2]1[c:3]([N:9]2[C:10](=[O:40])[NH:11][CH2:12][c:13]3[c:14]2[n:15][c:16]([S:36]([CH3:37])(=[O:38])=[O:39])[n:17][c:18]3-[c:19]2[cH:20][c:21]([C:22](=[O:23])[NH:24][CH2:25][c:26]3[cH:27][cH:28][cH:29][cH:30][cH:31]3)[cH:32][cH:33][c:34]2[CH3:35])[c:4]([F:8])[cH:5][cH:6][cH:7]1>>[F:1][c:2]1[c:3]([N:9]2[C:10](=[O:40])[NH:11][CH2:12][c:13]3[c:14]2[n:15][c:16]([NH:46][CH2:45][CH2:44][CH2:43][N:42]([CH3:41])[CH3:47])[n:17][c:18]3-[c:19]2[cH:20][c:21]([C:22](=[O:23])[NH:24][CH2:25][c:26]3[cH:27][cH:28][cH:29][cH:30][cH:31]3)[cH:32][cH:33][c:34]2[CH3:35])[c:4]([F:8])[cH:5][cH:6][cH:7]1.